Dataset: the Open Reaction Database (ORD), a public repository of structured organic reaction records. Task: describe an organic reaction: reactants, conditions, products, and yield Starting materials: NC=1C=CC=C2CC(C(NC12)=O)NC(OC(C)(C)C)=O (tert-butyl 8-amino-2-oxo-1,2,3,4-tetrahydroquinolin-3-ylcarbamate), [H-].[Na+] (sodium hydride), C(C1=CC=CC=C1)Br (benzyl bromide). The solvent is CN(C=O)C (N,N-dimethylformamide). Reaction conditions: time 1 hour. Product: NC=1C=CC=C2CC(C(N(C12)CC1=CC=CC=C1)=O)NC(OC(C)(C)C)=O (tert-butyl 8-amino-1-benzyl-1,2,3,4-tetrahydro-2-oxoquinolin-3-ylcarbamate). RXN SMILES: [NH2:1][C:2]1[CH:3]=[CH:4][CH:5]=[C:6]2[C:11]=1[NH:10][C:9](=[O:12])[CH:8]([NH:13][C:14](=[O:20])[O:15][C:16]([CH3:19])([CH3:18])[CH3:17])[CH2:7]2.[H-].[Na+].[CH2:23](Br)[C:24]1[CH:29]=[CH:28][CH:27]=[CH:26][CH:25]=1>CN(C)C=O>[NH2:1][C:2]1[CH:3]=[CH:4][CH:5]=[C:6]2[C:11]=1[N:10]([CH2:23][C:24]1[CH:29]=[CH:28][CH:27]=[CH:26][CH:25]=1)[C:9](=[O:12])[CH:8]([NH:13][C:14](=[O:20])[O:15][C:16]([CH3:17])([CH3:19])[CH3:18])[CH2:7]2 |f:1.2|. Procedure details: tert-Butyl 8-amino-2-oxo-1,2,3,4-tetrahydroquinolin-3-ylcarbamate produced in Example 6 (10 g) was added to N,N-dimethylformamide (100 mL), and sodium hydride (1.65 g) was added thereto under cooling on ice. The mixture was stirred at room temperature for one hour. Subsequently, under cooling on ice, benzyl bromide (6.48 g) was added to the mixture, and stirring was performed at room temperature for one hour. The reaction mixture was filtered, and the filtrate was concentrated under reduced pres...